Dataset: the Open Reaction Database (ORD), a public repository of structured organic reaction records. Task: describe an organic reaction: reactants, conditions, products, and yield Reactants: Cc1cc(N)n[nH]1, CCO, ClC1=NC2(Cl)N=CN=C2C=N1. Yields the product Cc1cc(NC23N=CN=C2C=NC(Cl)=N3)n[nH]1. RXN SMILES: [CH3:12][c:13]1[cH:14][c:15]([NH2:18])[n:16][nH:17]1.[CH3:19][CH2:20][OH:21].[Cl:1][C:2]1=[N:10][C:9]2([Cl:11])[C:5](=[N:6][CH:7]=[N:8]2)[CH:4]=[N:3]1>>[Cl:1][C:2]1=[N:10][C:9]2([NH:18][c:15]3[cH:14][c:13]([CH3:12])[nH:17][n:16]3)[C:5](=[N:6][CH:7]=[N:8]2)[CH:4]=[N:3]1.